From a dataset of the Open Reaction Database (ORD), a public repository of structured organic reaction records. describe an organic reaction: reactants, conditions, products, and yield Starting materials: COCOC1=CC=C(C=C1)C(C1=C(C=CC=C1)N(C(=O)C1CCCCC1)C)C1=CC=C(C=C1)OCOC (N-{2-[Bis(4-methoxymethoxyphenyl)methyl]phenyl}-N-methylcyclohexanecarboxamide). The solvent is C(C)(=O)OCC (ethyl acetate), Cl (hydrogen chloride). Run at time 1 hour. Product: OC1=CC=C(C=C1)C(C1=C(C=CC=C1)N(C(=O)C1CCCCC1)C)C1=CC=C(C=C1)O (N-{2-[Bis(4-hydroxyphenyl)methyl]phenyl}-N-methylcyclohexanecarboxamide). Isolated yield 17.2%. As a reaction SMILES: COC[O:4][C:5]1[CH:10]=[CH:9][C:8]([CH:11]([C:28]2[CH:33]=[CH:32][C:31]([O:34]COC)=[CH:30][CH:29]=2)[C:12]2[CH:17]=[CH:16][CH:15]=[CH:14][C:13]=2[N:18]([CH3:27])[C:19]([CH:21]2[CH2:26][CH2:25][CH2:24][CH2:23][CH2:22]2)=[O:20])=[CH:7][CH:6]=1>C(OCC)(=O)C.Cl>[OH:34][C:31]1[CH:30]=[CH:29][C:28]([CH:11]([C:8]2[CH:7]=[CH:6][C:5]([OH:4])=[CH:10][CH:9]=2)[C:12]2[CH:17]=[CH:16][CH:15]=[CH:14][C:13]=2[N:18]([CH3:27])[C:19]([CH:21]2[CH2:22][CH2:23][CH2:24][CH2:25][CH2:26]2)=[O:20])=[CH:33][CH:32]=1. Reported procedure: In 50 ml of ethyl acetate saturated with hydrogen chloride was dissolved 2.18 g of Compound 137 obtained by Example 137, and the solution was stirred for 1 hour. Thereafter, the solvent was evaporated under reduced pressure, and the residue was recrystallized from methanol to afford 0.31 g of the desired compound (Compound 138). Reactants: CC(=O)c1ccc(Sc2ccc(F)cc2F)c(NS(C)(=O)=O)c1, CC(=O)O, O=[N+]([O-])O. The product is CC(=O)c1cc(NS(C)(=O)=O)c(Sc2ccc(F)cc2F)cc1[N+](=O)[O-]. RXN SMILES: [C:1]([CH3:2])(=[O:3])[c:4]1[cH:5][cH:6][c:7]([S:15][c:16]2[c:17]([F:23])[cH:18][c:19]([F:22])[cH:20][cH:21]2)[c:8]([NH:9][S:10](=[O:11])(=[O:12])[CH3:13])[cH:14]1.[CH3:28][C:29](=[O:30])[OH:31].[OH:24][N+:25]([O-:26])=[O:27]>>[C:1]([CH3:2])(=[O:3])[c:4]1[c:5]([N+:25](=[O:24])[O-:26])[cH:6][c:7]([S:15][c:16]2[c:17]([F:23])[cH:18][c:19]([F:22])[cH:20][cH:21]2)[c:8]([NH:9][S:10](=[O:11])(=[O:12])[CH3:13])[cH:14]1. Yield: 101.7%. Product: C(CCC)N1C2=C(SCC1)SC(=C2)C(=O)OC (1-n-butyl-2,3-dihydro-6-methoxycarbonyl-1H-thieno-[2,3-b][1,4]thiazine). Procedure details: To a solution of 1-n-butyl-2,3-dihydro-6-methoxycarbonyl-2-oxo-1H-thieno[2,3-b][1,4]thiazine (31.9 g) in tetrahydrofuran (300 ml) was added dropwise boran-tetrahydrofuran complex (1.0 M solution in tetrahydrofuran) (294 ml). After stirring for 3 hours at room temperature, the solvent was evaporated in vacuo and the residue was poured into water. The solution was adjusted to pH 8 with 20% aqueous potassium carbonate and extracted with ethyl acetate. The extract was washed with water and brine, an... Reactants: C(CCC)N1C2=C(SCC1=O)SC(=C2)C(=O)OC (1-n-butyl-2,3-dihydro-6-methoxycarbonyl-2-oxo-1H-thieno[2,3-b][1,4]thiazine). Run in O1CCCC1 (tetrahydrofuran), O1CCCC1 (tetrahydrofuran). As a reaction SMILES: [CH2:1]([N:5]1[C:10](=O)[CH2:9][S:8][C:7]2[S:12][C:13]([C:15]([O:17][CH3:18])=[O:16])=[CH:14][C:6]1=2)[CH2:2][CH2:3][CH3:4]>O1CCCC1>[CH2:1]([N:5]1[CH2:10][CH2:9][S:8][C:7]2[S:12][C:13]([C:15]([O:17][CH3:18])=[O:16])=[CH:14][C:6]1=2)[CH2:2][CH2:3][CH3:4]. Run at time 3 hour. RXN SMILES: [BrH:26].[ClH:1].[O:2]1[c:3]2[c:4]([O:24][CH3:25])[cH:5][cH:6][c:7]3[c:16]2[C:15]24[C:10]([O:22][CH3:23])([CH:9]([CH2:8]3)[NH:19][CH2:18][CH2:17]2)[CH2:11][CH2:12][C:13](=[O:21])[C:14]14[CH3:20]>>[BrH:26].[O:2]1[c:3]2[c:4]([OH:24])[cH:5][cH:6][c:7]3[c:16]2[C:15]24[C:10]([O:22][CH3:23])([CH:9]([CH2:8]3)[NH:19][CH2:18][CH2:17]2)[CH2:11][CH2:12][C:13](=[O:21])[C:14]14[CH3:20]. The product is Br, COC12CCC(=O)C3(C)Oc4c(O)ccc5c4C31CCNC2C5. Starting materials: Br, Cl, COc1ccc2c3c1OC1(C)C(=O)CCC4(OC)C(C2)NCCC314.